Dataset: the Open Reaction Database (ORD), a public repository of structured organic reaction records. Task: describe an organic reaction: reactants, conditions, products, and yield The reactants are C(C)(C)(C)OC(COC1=CC(=CC=C1)CN)=O ((3-aminomethyl-phenoxy)-acetic acid tert-butyl ester), N1=CC=C(C=C1)C1=CC=C(C=O)C=C1 (4-pyridin-4-yl-benzaldehyde). The solvent is C(C)N(CC)CC (triethylamine). The product is C(C)(C)(C)OC(COC1=CC(=CC=C1)CNCC1=CC=C(C=C1)C1=CC=NC=C1)=O ({3-[(4-Pyridin-4-yl-benzylamino)-methyl]-phenoxy}-acetic acid tert-butyl ester). RXN SMILES: [C:1]([O:5][C:6](=[O:17])[CH2:7][O:8][C:9]1[CH:14]=[CH:13][CH:12]=[C:11]([CH2:15][NH2:16])[CH:10]=1)([CH3:4])([CH3:3])[CH3:2].[N:18]1[CH:23]=[CH:22][C:21]([C:24]2[CH:31]=[CH:30][C:27]([CH:28]=O)=[CH:26][CH:25]=2)=[CH:20][CH:19]=1>C(N(CC)CC)C>[C:1]([O:5][C:6](=[O:17])[CH2:7][O:8][C:9]1[CH:14]=[CH:13][CH:12]=[C:11]([CH2:15][NH:16][CH2:28][C:27]2[CH:26]=[CH:25][C:24]([C:21]3[CH:22]=[CH:23][N:18]=[CH:19][CH:20]=3)=[CH:31][CH:30]=2)[CH:10]=1)([CH3:4])([CH3:2])[CH3:3]. Reported procedure: The title compound of Step A was prepared from (3-aminomethyl-phenoxy)-acetic acid tert-butyl ester, of Preparation 20, and 4-pyridin-4-yl-benzaldehyde, of Preparation 24, using the method described in Example 3, Step A, except no triethylamine was used. 1H NMR (400 MHz, CDCl3) δ 8.63 (dd, 2H), 7.60 (dd, 2H), 7.47 (m, 4H), 7.24 (m, 1H), 6.96 (m, 2H), 6.78 (dd, 1H), 4.52 (s, 2H), 3.85 (s, 2H), 3.80 (s, 2H), 1.47 (s, 9H); MS 405 (M+1).